From a dataset of the Open Reaction Database (ORD), a public repository of structured organic reaction records. describe an organic reaction: reactants, conditions, products, and yield The reactants are C(C1=CC=CC=C1)SC1=C(C(=CC(=C1)F)Br)Cl (1-Benzylsulfanyl-3-bromo-2-chloro-5-fluoro-benzene), N1C(CCCC1)=O (piperidin-2-one). Product: C(C1=CC=CC=C1)SC=1C(=C(C=C(C1)F)N1C(CCCC1)=O)Cl (1-(3-Benzylsulfanyl-2-chloro-5-fluoro-phenyl)piperidin-2-one). As a reaction SMILES: [CH2:1]([S:8][C:9]1[CH:14]=[C:13]([F:15])[CH:12]=[C:11](Br)[C:10]=1[Cl:17])[C:2]1[CH:7]=[CH:6][CH:5]=[CH:4][CH:3]=1.[NH:18]1[CH2:23][CH2:22][CH2:21][CH2:20][C:19]1=[O:24]>>[CH2:1]([S:8][C:9]1[C:10]([Cl:17])=[C:11]([N:18]2[CH2:23][CH2:22][CH2:21][CH2:20][C:19]2=[O:24])[CH:12]=[C:13]([F:15])[CH:14]=1)[C:2]1[CH:7]=[CH:6][CH:5]=[CH:4][CH:3]=1. Procedure: Intermediate 35 (4 g, 12.06 mmol) was coupled with piperidin-2-one (1.434 g, 14.47 mmol) in close analogy to the procedure described in step 1.6). After workup the crude oil is purified by chromatography on silica gel (n-heptane-ethyl acetate 4:1). The reactants are CCO, [Cl-], CCCCCCCCCCCCOc1ccc(C(=O)C(F)(F)F)cc1, [NH3+]O, c1ccncc1. Product: CCCCCCCCCCCCOc1ccc(C(=NO)C(F)(F)F)cc1. Reaction SMILES: [CH3:35][CH2:36][OH:37].[Cl-:26].[F:1][C:2]([C:3](=[O:4])[c:5]1[cH:6][cH:7][c:8]([O:11][CH2:12][CH2:13][CH2:14][CH2:15][CH2:16][CH2:17][CH2:18][CH2:19][CH2:20][CH2:21][CH2:22][CH3:23])[cH:9][cH:10]1)([F:24])[F:25].[OH:27][NH3+:28].[cH:29]1[cH:30][cH:31][n:32][cH:33][cH:34]1>>[F:1][C:2]([C:3]([c:5]1[cH:6][cH:7][c:8]([O:11][CH2:12][CH2:13][CH2:14][CH2:15][CH2:16][CH2:17][CH2:18][CH2:19][CH2:20][CH2:21][CH2:22][CH3:23])[cH:9][cH:10]1)=[N:28][OH:27])([F:24])[F:25]. The reactants are CC1(C)C(=O)NC(=O)N1CCNc1nccc(-c2cc3cc([N+](=O)[O-])ccc3s2)n1, CO, [H][H]. Product: CC1(C)C(=O)NC(=O)N1CCNc1nccc(-c2cc3cc(N)ccc3s2)n1. Reaction SMILES: [CH3:1][C:2]1([CH3:30])[C:3](=[O:29])[NH:4][C:5](=[O:28])[N:6]1[CH2:7][CH2:8][NH:9][c:10]1[n:11][cH:12][cH:13][c:14](-[c:16]2[s:17][c:18]3[c:19]([cH:20]2)[cH:21][c:22]([N+:25]([O-:26])=[O:27])[cH:23][cH:24]3)[n:15]1.[CH3:33][OH:34].[H:31][H:32]>>[CH3:1][C:2]1([CH3:30])[C:3](=[O:29])[NH:4][C:5](=[O:28])[N:6]1[CH2:7][CH2:8][NH:9][c:10]1[n:11][cH:12][cH:13][c:14](-[c:16]2[s:17][c:18]3[c:19]([cH:20]2)[cH:21][c:22]([NH2:25])[cH:23][cH:24]3)[n:15]1. Starting materials: FC1=C(C=CC(=C1)B1OC(C(O1)(C)C)(C)C)C=1C=C2C(=NC1)NC=C2 (5-(2-fluoro-4-(4,4,5,5-tetramethyl-1,3,2-dioxaborolan-2-yl)phenyl)-1H-pyrrolo[2,3-b]pyridine), BrC1=C(C=CC=C1)S(=O)(=O)N[C@H](CO)C ((S)-2-bromo-N-(1-hydroxypropan-2-yl)benzene-sulfonamide). Yields the product FC=1C=C(C=CC1C=1C=C2C(=NC1)NC=C2)C=2C(=CC=CC2)S(=O)(=O)N[C@H](CO)C (3′-Fluoro-N-[(1S)-2-hydroxy-1-methylethyl]-4′-(1H-pyrrolo[2,3-b]pyridin-5-yl)biphenyl-2-sulfonamide). Reaction SMILES: [F:1][C:2]1[CH:7]=[C:6](B2OC(C)(C)C(C)(C)O2)[CH:5]=[CH:4][C:3]=1[C:17]1[CH:18]=[C:19]2[CH:25]=[CH:24][NH:23][C:20]2=[N:21][CH:22]=1.Br[C:27]1[CH:32]=[CH:31][CH:30]=[CH:29][C:28]=1[S:33]([NH:36][C@@H:37]([CH3:40])[CH2:38][OH:39])(=[O:35])=[O:34]>>[F:1][C:2]1[CH:7]=[C:6]([C:27]2[C:28]([S:33]([NH:36][C@@H:37]([CH3:40])[CH2:38][OH:39])(=[O:35])=[O:34])=[CH:29][CH:30]=[CH:31][CH:32]=2)[CH:5]=[CH:4][C:3]=1[C:17]1[CH:18]=[C:19]2[CH:25]=[CH:24][NH:23][C:20]2=[N:21][CH:22]=1. Procedure: The title compound was prepared using methods analogous to those described in Example 376 using 5-(2-fluoro-4-(4,4,5,5-tetramethyl-1,3,2-dioxaborolan-2-yl)phenyl)-1H-pyrrolo[2,3-b]pyridine and (S)-2-bromo-N-(1-hydroxypropan-2-yl)benzene-sulfonamide. MS (ESI): mass calcd. for C22H20FN3O3S, 425.12; m/z found, 426.0 [M+H]+. 1H NMR (500 MHz, CDCl3) δ 9.57 (s, 1H), 8.29-8.22 (m, 2H), 7.95-7.85 (m, 1H), 7.69-7.61 (m, 1H), 7.61-7.53 (m, 1H), 7.42-7.33 (m, 4H), 7.29 (d, J=7.8, 1H), 6.54-6.49 (m, 1H), 5.... The reactants are residue, C(C(C)C)N (isobutylamine), Cl (HCl), C(C)OC(CC1C2=C(B(O1)O)C=C(C=C2C)OC2=NC(=CN=C2)C#N)=O ([6-(6-cyano-pyrazin-2-yloxy)-1-hydroxy-4-methyl-1,3-dihydro-benzo[c][1,2]oxaborol-3-yl]-acetic acid ethyl ester), Cl (HCl). Run in CO (methanol), CO (methanol). Conditions: time 4 hour. Product: OB1OC(C2=C1C=C(C=C2C)OC2=NC(=CN=C2)C(NCC(C)C)=N)CC(=O)O ({1-Hydroxy-6-[6-(N-isobutyl-carbamimidoyl)-pyrazin-2-yloxy]-4-methyl-1,3-dihydro-benzo[c][1,2]oxaborol-3-yl}-acetic acid). Yield: 4.8%. Reaction SMILES: C([O:3][C:4](=[O:26])[CH2:5][CH:6]1[O:10][B:9]([OH:11])[C:8]2[CH:12]=[C:13]([O:17][C:18]3[CH:23]=[N:22][CH:21]=[C:20]([C:24]#[N:25])[N:19]=3)[CH:14]=[C:15]([CH3:16])[C:7]1=2)C.Cl.[CH2:28]([NH2:32])[CH:29]([CH3:31])[CH3:30]>CO>[OH:11][B:9]1[C:8]2[CH:12]=[C:13]([O:17][C:18]3[CH:23]=[N:22][CH:21]=[C:20]([C:24](=[NH:25])[NH:32][CH2:28][CH:29]([CH3:31])[CH3:30])[N:19]=3)[CH:14]=[C:15]([CH3:16])[C:7]=2[CH:6]([CH2:5][C:4]([OH:3])=[O:26])[O:10]1. Reported procedure: A solution of [6-(6-cyano-pyrazin-2-yloxy)-1-hydroxy-4-methyl-1,3-dihydro-benzo[c][1,2]oxaborol-3-yl]-acetic acid ethyl ester (200 mg, 0.57 mmol) in methanol (4.7 mL) was bubbled through gaseous HCl for 40 minutes at 0° C. The reaction mixture was allowed to warm to room temperature and stirred for 4 h. The solvent was removed under reduced pressure. To the residue was added methanol (2.5 mL) and ammonia solution (28%, 0.27 mL). The reaction mixture was refluxed for overnight. LC-MS showed all m... Reactants: CS(=O)(=O)O, COC(=O)C(=O)c1ccc(O)cc1, CN(C)C=O, [H-], [Na+], OCCSc1ccccc1. Yields the product COC(=O)C(=O)c1ccc(OCCSc2ccccc2)cc1. RXN SMILES: [CH3:16][S:17]([OH:18])(=[O:19])=[O:20].[CH3:1][O:2][C:3]([C:4]([c:5]1[cH:6][cH:7][c:8]([OH:11])[cH:9][cH:10]1)=[O:12])=[O:13].[CH3:31][N:32]([CH3:33])[CH:34]=[O:35].[H-:14].[Na+:15].[c:21]1([S:27][CH2:28][CH2:29][OH:30])[cH:22][cH:23][cH:24][cH:25][cH:26]1>>[CH3:1][O:2][C:3]([C:4]([c:5]1[cH:6][cH:7][c:8]([O:11][CH2:29][CH2:28][S:27][c:21]2[cH:22][cH:23][cH:24][cH:25][cH:26]2)[cH:9][cH:10]1)=[O:12])=[O:13]. Reactants: [Li+].[OH-] (LiOH), C(C)OC(=O)[C@@H]1C[C@H](C=2N1C(C(=NC2Cl)NC2CCC2)=O)CCCC2=CC=CC=C2 ((6S, 8R)-1-Chloro-3-cyclobutylamino-4-oxo-8-(3-phenyl-propyl)-4,6,7,8-tetrahydro-pyrrolo[1,2-a]pyrazine-6-carboxylic acid ethyl ester), C(CC(O)(C(=O)O)CC(=O)O)(=O)O (citric acid). The solvent is CO (methanol). Conditions: time 1.5 hour. The product is ClC1=C2N(C(C(=N1)NC1CCC1)=O)[C@@H](C[C@H]2CCCC2=CC=CC=C2)C(=O)O ((6S, 8R)-1-Chloro-3-cyclobutylamino-4-oxo-8-(3-phenyl-propyl)-4,6,7,8-tetrahydro-pyrrolo[1,2-a]pyrazine-6-carboxylic acid). Isolated yield 96.8%. RXN SMILES: C([O:3][C:4]([C@H:6]1[N:10]2[C:11](=[O:21])[C:12]([NH:16][CH:17]3[CH2:20][CH2:19][CH2:18]3)=[N:13][C:14]([Cl:15])=[C:9]2[C@H:8]([CH2:22][CH2:23][CH2:24][C:25]2[CH:30]=[CH:29][CH:28]=[CH:27][CH:26]=2)[CH2:7]1)=[O:5])C.[Li+].[OH-].C(O)(=O)CC(CC(O)=O)(C(O)=O)O>CO>[Cl:15][C:14]1[N:13]=[C:12]([NH:16][CH:17]2[CH2:18][CH2:19][CH2:20]2)[C:11](=[O:21])[N:10]2[C@H:6]([C:4]([OH:5])=[O:3])[CH2:7][C@@H:8]([CH2:22][CH2:23][CH2:24][C:25]3[CH:30]=[CH:29][CH:28]=[CH:27][CH:26]=3)[C:9]=12 |f:1.2|. Reported procedure: To the ester from Step E (78 mg, 0.18 mmol) dissolved in methanol (1.0 mL) was added LiOH (1.0 M, 0.36 mL). The mixture was stirred at rt for 1.5 h. It was acidified with 5% citric acid, and extracted with EtOAc. The organic layer was washed with brine and dried over MgSO4. Evaporation of solvent and lyopholization gave 70 mg white solid used directly in the next Step. The reactants are C(#N)C1(CCCC1)[C@@H](C)NC(=O)C1=CN(C2=NC=C(N=C21)C2=NN(C1=CC(=CC=C21)F)C)COCC[Si](C)(C)C (2-(6-fluoro-1-methyl-1H-indazol-3-yl)-5-(2-trimethylsilanylethoxymethyl)-5H-pyrrolo[2,3-b]pyrazine-7-carboxylic acid [(R)-1-(1-cyano-cyclopentyl)-ethyl]-amide), C(=O)(C(F)(F)F)O (TFA). The solvent is C(Cl)Cl (CH2Cl2). Conditions: time 4 hour. Yields the product C(#N)C1(CCCC1)[C@@H](C)NC(=O)C1=CNC2=NC=C(N=C21)C2=NN(C1=CC(=CC=C21)F)C (2-(6-fluoro-1-methyl-1H-indazol-3-yl)-5H-pyrrolo[2,3-b]pyrazine-7-carboxylic acid [(R)-1-(1-cyano-cyclopentyl)-ethyl]-amide). Yield: 85.3%. As a reaction SMILES: [C:1]([C:3]1([C@H:8]([NH:10][C:11]([C:13]2[C:21]3[C:16](=[N:17][CH:18]=[C:19]([C:22]4[C:30]5[C:25](=[CH:26][C:27]([F:31])=[CH:28][CH:29]=5)[N:24]([CH3:32])[N:23]=4)[N:20]=3)[N:15](COCC[Si](C)(C)C)[CH:14]=2)=[O:12])[CH3:9])[CH2:7][CH2:6][CH2:5][CH2:4]1)#[N:2].C(O)(C(F)(F)F)=O>C(Cl)Cl>[C:1]([C:3]1([C@H:8]([NH:10][C:11]([C:13]2[C:21]3[C:16](=[N:17][CH:18]=[C:19]([C:22]4[C:30]5[C:25](=[CH:26][C:27]([F:31])=[CH:28][CH:29]=5)[N:24]([CH3:32])[N:23]=4)[N:20]=3)[NH:15][CH:14]=2)=[O:12])[CH3:9])[CH2:4][CH2:5][CH2:6][CH2:7]1)#[N:2]. Procedure: To a solution of 2-(6-fluoro-1-methyl-1H-indazol-3-yl)-5-(2-trimethylsilanylethoxymethyl)-5H-pyrrolo[2,3-b]pyrazine-7-carboxylic acid [(R)-1-(1-cyano-cyclopentyl)-ethyl]-amide (140 mg, 0.25 mmol) in CH2Cl2 (2 mL) was added TFA (0.75 mL). The reaction mixture was stirred at room temperature for 4 h then concentrated. The residue was redissolved in 10:90:0.5 MeOH/CH2Cl2/NH4OH (3 mL) and stirred at room temperature for 3 h then concentrated. The residue was purified by silica gel chromatography wit... The yield is 87.4%. Procedure details: A solution of 10.3 g of 3,3-bis(ethoxycarbonyl)-bicyclo[3.2.0]heptane in 68 ml of 16% potassium hydroxide in 1:1 methanol-water was refluxed for 16 hr under argon. The solvents were removed in vacuo and the residue dissolved in a minimum amount of water. The solution was acidified with concentrated hydrochloric acid and the precipitated acid isolated by vacuum filtration to yield 6.9 g of bicyclo[3.2.0]heptane-3,3-dicarboxylic acid as a white solid, mp 161°-170°. Reactants: C(C)OC(=O)C1(CC2CCC2C1)C(=O)OCC (3,3-bis(ethoxycarbonyl)-bicyclo[3.2.0]heptane), CO.O (methanol water). Solvent: [OH-].[K+] (potassium hydroxide). The product is C12CC(CC2CC1)(C(=O)O)C(=O)O (bicyclo[3.2.0]heptane-3,3-dicarboxylic acid). RXN SMILES: C([O:3][C:4]([C:6]1([C:13]([O:15]CC)=[O:14])[CH2:12][CH:11]2[CH:8]([CH2:9][CH2:10]2)[CH2:7]1)=[O:5])C.CO.O>[OH-].[K+]>[CH:8]12[CH2:9][CH2:10][CH:11]1[CH2:12][C:6]([C:13]([OH:15])=[O:14])([C:4]([OH:5])=[O:3])[CH2:7]2 |f:1.2,3.4|. The reactants are C=CCc1c(C)c(OC)c(OC)c(OC)c1OC, [O-][I+3]([O-])([O-])[O-], [Na+], C1COCCO1, O. Product: COc1c(C)c(CC=O)c(OC)c(OC)c1OC. RXN SMILES: [CH2:1]([CH:2]=[CH2:3])[c:4]1[c:5]([O:17][CH3:18])[c:6]([O:15][CH3:16])[c:7]([O:13][CH3:14])[c:8]([O:11][CH3:12])[c:9]1[CH3:10].[I+3:19]([O-:20])([O-:21])([O-:22])[O-:23].[Na+:24].[O:25]1[CH2:26][CH2:27][O:28][CH2:29][CH2:30]1.[OH2:31]>>[CH2:1]([CH:2]=[O:20])[c:4]1[c:5]([O:17][CH3:18])[c:6]([O:15][CH3:16])[c:7]([O:13][CH3:14])[c:8]([O:11][CH3:12])[c:9]1[CH3:10].